This data is from the Open Reaction Database (ORD), a public repository of structured organic reaction records. The task is: describe an organic reaction: reactants, conditions, products, and yield Yields the product N1=CC=CC2=CC=CC(=C12)CSC1=NC(C(=N1)SCC=1C=CC=C2C=CC=NC12)(C)C (2,4-bis-(8-quinolinylmethylthio)-5,5-dimethyl-5H-imidazole). Run in C(C)O (ethanol). Reaction conditions: time 1.5 hour. As a reaction SMILES: Br[CH2:2][C:3]1[CH:4]=[CH:5][CH:6]=[C:7]2[C:12]=1[N:11]=[CH:10][CH:9]=[CH:8]2.[CH3:13][C:14]1([CH3:21])[NH:18][C:17](=[S:19])[NH:16][C:15]1=[S:20]>C(O)C>[N:11]1[C:12]2[C:7](=[CH:6][CH:5]=[CH:4][C:3]=2[CH2:2][S:19][C:17]2[N:16]=[C:15]([S:20][CH2:2][C:3]3[CH:4]=[CH:5][CH:6]=[C:7]4[C:12]=3[N:11]=[CH:10][CH:9]=[CH:8]4)[C:14]([CH3:21])([CH3:13])[N:18]=2)[CH:8]=[CH:9][CH:10]=1. Reported procedure: Initially, 3 g of 8-bromomethylquinoline was added to a solution of 1 g of 5,5-dimethyl-2,4-dithiohydantoin in 50 mL of ethanol (EtOH). The reaction mixture was stirred at the room temperature for 1.5 hour, and concentrated in vacuo. To the residue, 100 mL of CHCl3 was added. The mixture was washed with an aqueous solution of K2CO3, dried over MgSO4 and concentrated in vacuo. The residue was purified by column chromatograph (CHCl3). Recrystallization from diethyl ether gave the desired compound ... Starting materials: BrCC=1C=CC=C2C=CC=NC12 (8-bromomethylquinoline), CC1(C(NC(N1)=S)=S)C (5,5-dimethyl-2,4-dithiohydantoin). Reactants: FC(C(OC(C(C(F)(F)F)(OC(C(C(F)(F)F)(F)F)(F)F)F)(F)F)F)(OC1=CC=C(C(=O)O)C=C1)F (4-(1,1,2-trifluoro-2-(1,1,2,3,3,3-hexafluoro-2-(perfluoropropoxy)propoxy)ethoxy)benzoic acid), S(=O)(Cl)Cl (thionyl chloride). Yields the product FC(C(OC(C(C(F)(F)F)(OC(C(C(F)(F)F)(F)F)(F)F)F)(F)F)F)(OC1=CC=C(C(=O)Cl)C=C1)F (4-(1,1,2-trifluoro-2-(1,1,2,3,3,3-hexafluoro-2-(perfluoropropoxy)propoxy)ethoxy)benzoyl chloride). Reaction SMILES: [F:1][C:2]([F:36])([O:26][C:27]1[CH:35]=[CH:34][C:30]([C:31](O)=[O:32])=[CH:29][CH:28]=1)[CH:3]([F:25])[O:4][C:5]([F:24])([F:23])[C:6]([F:22])([O:11][C:12]([F:21])([F:20])[C:13]([F:19])([F:18])[C:14]([F:17])([F:16])[F:15])[C:7]([F:10])([F:9])[F:8].S(Cl)([Cl:39])=O>>[F:1][C:2]([F:36])([O:26][C:27]1[CH:35]=[CH:34][C:30]([C:31]([Cl:39])=[O:32])=[CH:29][CH:28]=1)[CH:3]([F:25])[O:4][C:5]([F:24])([F:23])[C:6]([F:22])([O:11][C:12]([F:21])([F:20])[C:13]([F:19])([F:18])[C:14]([F:17])([F:16])[F:15])[C:7]([F:10])([F:9])[F:8]. Reported procedure: 4-(1,1,2-trifluoro-2-(1,1,2,3,3,3-hexafluoro-2-(perfluoropropoxy)propoxy)ethoxy)benzoic acid (52.00 g, 0.0912 mol) as prepared in Example 12 and thionyl chloride (365 g, 3.09 mol) were place in an oven dried RB flask equipped with a stirrer, reflux condenser and under nitrogen. The reaction was placed in an oil bath and heated to a gentle reflux overnight. The content was analyzed by proton NMR and shown to be 4-(1,1,2-trifluoro-2-(1,1,2,3,3,3-hexafluoro-2-(perfluoropropoxy)propoxy)ethoxy)benzoy... RXN SMILES: [F:1][C:2]([F:7])([F:6])[C:3]([OH:5])=[O:4].[C:8]([CH2:10][CH2:11][N:12]([CH:32]([CH3:34])[CH3:33])[C:13](=[O:31])[C:14]1[CH:19]=[C:18]([O:20][CH2:21][CH2:22][NH:23][C:24]2[CH:29]=[CH:28][N:27]=[CH:26][CH:25]=2)[CH:17]=[C:16]([CH3:30])[CH:15]=1)#[N:9]>ClCCl.FC(F)(F)C(O)=O>[F:1][C:2]([F:7])([F:6])[C:3]([OH:5])=[O:4].[C:8]([CH2:10][CH2:11][N:12]([CH:32]([CH3:34])[CH3:33])[C:13](=[O:31])[C:14]1[CH:19]=[C:18]([O:20][CH2:21][CH2:22][NH:23][C:24]2[CH:25]=[CH:26][N:27]=[CH:28][CH:29]=2)[CH:17]=[C:16]([CH3:30])[CH:15]=1)(=[O:4])[NH2:9] |f:0.1,4.5|. Reactants: FC(C(=O)O)(F)F.C(#N)CCN(C(C1=CC(=CC(=C1)OCCNC1=CC=NC=C1)C)=O)C(C)C (N-(2-cyano-ethyl)-N-isopropyl-3-methyl-5-[2-(pyridin-4-ylamino)-ethoxy]-benzamide trifluoroacetate). Run in ClCCl (dichloromethane), FC(C(=O)O)(F)F (trifluoroacetic acid). Product: FC(C(=O)O)(F)F.C(N)(=O)CCN(C(C1=CC(=CC(=C1)OCCNC1=CC=NC=C1)C)=O)C(C)C (N-(2-Carbamoyl-ethyl)-N-isopropyl-3-methyl-5-[2-(pyridin-4-ylamino)-ethoxy]-benzamide trifluoroacetate), foam. Reported procedure: A solution of N-(2-cyano-ethyl)-N-isopropyl-3-methyl-5-[2-(pyridin-4-ylamino)-ethoxy]-benzamide trifluoroacetate (0.011 g) in dichloromethane (1.5 ml) and trifluoroacetic acid (0.5 ml) was stored at room temperature overnight and then concentrated under reduced pressure. The title compound was obtained as a pale yellow foam (0.012 g). Starting materials: O (water), BrC1=CC2=C(N(C=N2)CC2=CC3=C(N=C(S3)S(=O)C)C=C2)C=C1 (6-((5-bromo-1H-benzo[d]imidazol-1-yl)methyl)-2-(methylsulfinyl)benzo[d]thiazole), N[C@H]1[C@@H](CCCC1)O ((1R,2R)-2-aminocyclohexanol), CCN(C(C)C)C(C)C (DIEA). The solvent is CC(=O)N(C)C (DMA). Conditions: temperature 110 celsius, time 10 minute. Product: BrC1=CC2=C(N(C=N2)CC2=CC3=C(N=C(S3)N[C@H]3[C@@H](CCCC3)O)C=C2)C=C1 ((1R,2R)-2-((6-((5-bromo-1H-benzo[d]imidazol-1-yl)methyl)benzo[d]thiazol-2-yl)amino)cyclohexanol). Isolated yield 114.4%. As a reaction SMILES: [Br:1][C:2]1[CH:23]=[CH:22][C:5]2[N:6]([CH2:9][C:10]3[CH:21]=[CH:20][C:13]4[N:14]=[C:15](S(C)=O)[S:16][C:12]=4[CH:11]=3)[CH:7]=[N:8][C:4]=2[CH:3]=1.[NH2:24][C@@H:25]1[CH2:30][CH2:29][CH2:28][CH2:27][C@H:26]1[OH:31].CCN(C(C)C)C(C)C.O>CC(N(C)C)=O>[Br:1][C:2]1[CH:23]=[CH:22][C:5]2[N:6]([CH2:9][C:10]3[CH:21]=[CH:20][C:13]4[N:14]=[C:15]([NH:24][C@@H:25]5[CH2:30][CH2:29][CH2:28][CH2:27][C@H:26]5[OH:31])[S:16][C:12]=4[CH:11]=3)[CH:7]=[N:8][C:4]=2[CH:3]=1. Reported procedure: To a suspension of 6-((5-bromo-1H-benzo[d]imidazol-1-yl)methyl)-2-(methylsulfinyl)benzo[d]thiazole (655 mg, 1.6 mmol) and (1R,2R)-2-aminocyclohexanol (558 mg, 4.8 mmol) in anhydrous DMA (3.0 mL) was added DIEA (842 μL, 4.8 mmol). The mixture was heated in a sealed tube at 110° C. for 18 h. The mixture was cooled to rt and added dropwise to a stirred solution of water causing a precipitate to form. After stirring for 10 min, the solid was collected by filtration to afford (1R,2R)-2-((6-((5-bromo-... The reactants are O=C([O-])O, CSc1ccc(O)cc1F, [Na+], C1CCOC1, O. Product: CS(=O)(=O)c1ccc(O)cc1F. Reaction SMILES: [C:11]([O-:12])(=[O:13])[OH:14].[F:1][c:2]1[cH:3][c:4]([OH:10])[cH:5][cH:6][c:7]1[S:8][CH3:9].[Na+:15].[O:17]1[CH2:18][CH2:19][CH2:20][CH2:21]1.[OH2:16]>>[F:1][c:2]1[cH:3][c:4]([OH:10])[cH:5][cH:6][c:7]1[S:8]([CH3:9])(=[O:12])=[O:16]. Reactants: CCN(C(C)C)C(C)C (iPr2NEt), FC1=CC=C(N)C=C1 (4-fluoroaniline), ClC1=CC=C(C=C1)C1(CC1)NC1=NC(=NC(=N1)OCC(F)(F)F)NC1=CC=C(C(=O)NCC2C(CCC2)NC(C(=O)OCC)=O)C=C1 (ethyl 2-((2-((4-((4-((1-(4-chlorophenyl)cyclopropyl)amino)-6-(2,2,2-trifluoroethoxy)-1,3,5-triazin-2-yl)amino)benzamido)methyl)cyclopentyl)amino)-2-oxoacetate). Solvent: CCO (EtOH). Run at temperature 155 celsius, time 3 day. Product: ClC1=CC=C(C=C1)C1(CC1)NC1=NC(=NC(=N1)OCC(F)(F)F)NC1=CC=C(C(=O)NCC2C(CCC2)NC(C(=O)NC2=CC=C(C=C2)F)=O)C=C1 (N1-(2-((4-((4-((1-(4-chlorophenyl)cyclopropyl)amino)-6-(2,2,2-trifluoroethoxy)-1,3,5-triazin-2-yl)amino)benzamido)methyl)cyclopentyl)-N2-(4-fluorophenyl)oxalamide). RXN SMILES: CCN(C(C)C)C(C)C.[F:10][C:11]1[CH:17]=[CH:16][C:14]([NH2:15])=[CH:13][CH:12]=1.[Cl:18][C:19]1[CH:24]=[CH:23][C:22]([C:25]2([NH:28][C:29]3[N:34]=[C:33]([O:35][CH2:36][C:37]([F:40])([F:39])[F:38])[N:32]=[C:31]([NH:41][C:42]4[CH:64]=[CH:63][C:45]([C:46]([NH:48][CH2:49][CH:50]5[CH2:54][CH2:53][CH2:52][CH:51]5[NH:55][C:56](=[O:62])[C:57](OCC)=[O:58])=[O:47])=[CH:44][CH:43]=4)[N:30]=3)[CH2:27][CH2:26]2)=[CH:21][CH:20]=1>CCO>[Cl:18][C:19]1[CH:24]=[CH:23][C:22]([C:25]2([NH:28][C:29]3[N:34]=[C:33]([O:35][CH2:36][C:37]([F:38])([F:39])[F:40])[N:32]=[C:31]([NH:41][C:42]4[CH:43]=[CH:44][C:45]([C:46]([NH:48][CH2:49][CH:50]5[CH2:54][CH2:53][CH2:52][CH:51]5[NH:55][C:56](=[O:62])[C:57]([NH:15][C:14]5[CH:16]=[CH:17][C:11]([F:10])=[CH:12][CH:13]=5)=[O:58])=[O:47])=[CH:63][CH:64]=4)[N:30]=3)[CH2:27][CH2:26]2)=[CH:21][CH:20]=1. Procedure: iPr2NEt (0.2 mL) and 4-fluoroaniline (39.2 mg) added into the solution of ethyl 2-((2-((4-((4-((1-(4-chlorophenyl)cyclopropyl)amino)-6-(2,2,2-trifluoroethoxy)-1,3,5-triazin-2-yl)amino)benzamido)methyl)cyclopentyl)amino)-2-oxoacetate (40 mg) in EtOH (2 mL) and the reaction was stirred at 155° C. for 3 days. The product was isolated by preparative HPLC system. Reactants: CN1C(=NC2=C1C=C(S2)C(=O)OCC)COC (ethyl 1-methyl-2-methoxymethylthieno[2,3-d]imidazol-5-yl-carboxylate), [OH-].[Na+] (sodium hydroxide). Solvent: C(C)O (ethanol). Reaction conditions: time 2 hour. Product: CN1C(=NC2=C1C=C(S2)C(=O)O)COC (1-Methyl-2-methoxymethylthieno[2,3-d]imidazol-5-yl-carboxylic acid). RXN SMILES: [CH3:1][N:2]1[C:6]2[CH:7]=[C:8]([C:10]([O:12]CC)=[O:11])[S:9][C:5]=2[N:4]=[C:3]1[CH2:15][O:16][CH3:17].[OH-].[Na+]>C(O)C>[CH3:1][N:2]1[C:6]2[CH:7]=[C:8]([C:10]([OH:12])=[O:11])[S:9][C:5]=2[N:4]=[C:3]1[CH2:15][O:16][CH3:17] |f:1.2|. Procedure details: To a solution of 0.90 g (3.54 mmol) of ethyl 1-methyl-2-methoxymethylthieno[2,3-d]imidazol-5-yl-carboxylate in 30 mL of ethanol were added dropwise 5 mL of 2 N sodium hydroxide solution and the mixture was stirred for 2 hours at ambient temperature. Then the solvent was distilled off in vacuo, the residue was taken up in 5 mL of water and washed with 10 mL of diethylether. The aqueous phase was acidified with 6 mL of 2N hydrochloric acid, cooled to 0° C. and the precipitated crystals are filtere...